This data is from the Open Reaction Database (ORD), a public repository of structured organic reaction records. The task is: describe an organic reaction: reactants, conditions, products, and yield Reactants: CN(C)C=O, ClCCCC1OCCO1, [H-], [H][H], [Na+], COC(=O)c1cnn(O)c1. Yields the product COC(=O)c1cnn(OCCCC2OCCO2)c1. Reaction SMILES: [CH3:24][N:25]([CH3:26])[CH:27]=[O:28].[Cl:15][CH2:16][CH2:17][CH2:18][CH:19]1[O:20][CH2:21][CH2:22][O:23]1.[H-:1].[H:13][H:14].[Na+:2].[OH:3][n:4]1[n:5][cH:6][c:7]([C:9](=[O:10])[O:11][CH3:12])[cH:8]1>>[O:3]([n:4]1[n:5][cH:6][c:7]([C:9](=[O:10])[O:11][CH3:12])[cH:8]1)[CH2:16][CH2:17][CH2:18][CH:19]1[O:20][CH2:21][CH2:22][O:23]1. The reactants are C(C)(C)(C)[Si](OC[C@@H](C)N1C(N([C@H](C=2C1=NC(=NC2)Cl)C)C2=CC=C(C=C2)OC)=O)(C2=CC=CC=C2)C2=CC=CC=C2 (1-[2-(tert-butyl-diphenyl-silanyloxy)-1-(R)-methyl-ethyl]-7-chloro-3-(4-methoxy-phenyl)-4-(S)-methyl-3,4-dihydro-1H-pyrimido[4,5-d]pyrimidin-2-one), NC1=CC=CC=C1 (aniline). Solvent: C1(=CC=CC=C1)C (toluene), C(C)(=O)OCC (ethyl acetate). Product: C(C)(C)(C)[Si](OC[C@@H](C)N1C(N([C@H](C=2C1=NC(=NC2)NC2=CC=CC=C2)C)C2=CC=C(C=C2)OC)=O)(C2=CC=CC=C2)C2=CC=CC=C2 (1-[2-(tert-butyl-diphenyl-silanyloxy)-1-(R)-methyl-ethyl]-3-(4-methoxy-phenyl)-4-(S)-methyl-7-phenylamino-3,4-dihydro-1H-pyrimido[4,5-d]pyrimidin-2-one). As a reaction SMILES: [C:1]([Si:5]([C:37]1[CH:42]=[CH:41][CH:40]=[CH:39][CH:38]=1)([C:31]1[CH:36]=[CH:35][CH:34]=[CH:33][CH:32]=1)[O:6][CH2:7][C@H:8]([N:10]1[C:15]2=[N:16][C:17](Cl)=[N:18][CH:19]=[C:14]2[C@H:13]([CH3:21])[N:12]([C:22]2[CH:27]=[CH:26][C:25]([O:28][CH3:29])=[CH:24][CH:23]=2)[C:11]1=[O:30])[CH3:9])([CH3:4])([CH3:3])[CH3:2].[NH2:43][C:44]1[CH:49]=[CH:48][CH:47]=[CH:46][CH:45]=1>C1(C)C=CC=CC=1.C(OCC)(=O)C>[C:1]([Si:5]([C:37]1[CH:42]=[CH:41][CH:40]=[CH:39][CH:38]=1)([C:31]1[CH:36]=[CH:35][CH:34]=[CH:33][CH:32]=1)[O:6][CH2:7][C@H:8]([N:10]1[C:15]2=[N:16][C:17]([NH:43][C:44]3[CH:49]=[CH:48][CH:47]=[CH:46][CH:45]=3)=[N:18][CH:19]=[C:14]2[C@H:13]([CH3:21])[N:12]([C:22]2[CH:27]=[CH:26][C:25]([O:28][CH3:29])=[CH:24][CH:23]=2)[C:11]1=[O:30])[CH3:9])([CH3:4])([CH3:3])[CH3:2]. Procedure: A solution of 1-[2-(tert-butyl-diphenyl-silanyloxy)-1-(R)-methyl-ethyl]-7-chloro-3-(4-methoxy-phenyl)-4-(S)-methyl-3,4-dihydro-1H-pyrimido[4,5-d]pyrimidin-2-one (0.28 g; 0.45 mmol) (from Example 15a supra) and aniline (0.10 mL; 1.21 mmol) (Aldrich) in toluene (0.25 mL, dried over molecular sieves) was heated in an oil bath at 110° C. for 2 hours. The reaction was diluted with ethyl acetate and washed with water and brine, dried over anhydrous sodium sulfate and concentrated. The crude material w... Reactants: C(=O)C=C (acrolein), NC1=C(C=CC=C1)N1C(CCC1)=O (1-(2-aminophenyl)-2-pyrrolidinone), [As+3]=O (arsenic (V) oxide), C(=O)C=C (Acrolein), N (ammonia). Solvent: O (water), S(O)(O)(=O)=O (sulphuric acid). Yields the product N1=CC=CC2=CC=CC(=C12)N1C(CCC1)=O (1-(8-quinolyl)-2-pyrrolidinone). The yield is 21.0%. RXN SMILES: [NH2:1][C:2]1[CH:7]=[CH:6][CH:5]=[CH:4][C:3]=1[N:8]1[CH2:12][CH2:11][CH2:10][C:9]1=[O:13].[As+3]=O.[CH:16]([CH:18]=[CH2:19])=O.N>S(=O)(=O)(O)O.O>[N:1]1[C:2]2[C:7](=[CH:6][CH:5]=[CH:4][C:3]=2[N:8]2[CH2:12][CH2:11][CH2:10][C:9]2=[O:13])[CH:19]=[CH:18][CH:16]=1. Reported procedure: A mixture of 1-(2-aminophenyl)-2-pyrrolidinone (J. Chem. Soc. C, 1969 (10), 1444-8) (3.2 g, 0.018 mole) and arsenic (V) oxide (2.5 g, 0.011 mole) in aqueous sulphuric acid (concentrated sulphuric acid (4.0 ml) in water (1.3 ml)) was heated to 70° and stirred vigorously. Acrolein (2.5 ml, 0.037 mole) was added dropwise at a rate such that the reaction temperature did not exceed 95°. The reaction temperature was maintained at 95° to 115° by heating and stirring in a nitrogen atmosphere for 1 hour ... Starting materials: CC(=O)Nc1cc(Br)c(OC(F)(F)C(F)C(F)(F)F)c(C(F)(F)F)c1, CCO, Cl. Product: Nc1cc(Br)c(OC(F)(F)C(F)C(F)(F)F)c(C(F)(F)F)c1. As a reaction SMILES: [Br:1][c:2]1[cH:3][c:4]([NH:22][C:23]([CH3:24])=[O:25])[cH:5][c:6]([C:18]([F:19])([F:20])[F:21])[c:7]1[O:8][C:9]([CH:10]([C:11]([F:12])([F:13])[F:14])[F:15])([F:16])[F:17].[CH3:27][CH2:28][OH:29].[ClH:26]>>[Br:1][c:2]1[cH:3][c:4]([NH2:22])[cH:5][c:6]([C:18]([F:19])([F:20])[F:21])[c:7]1[O:8][C:9]([CH:10]([C:11]([F:12])([F:13])[F:14])[F:15])([F:16])[F:17].